From a dataset of the Open Reaction Database (ORD), a public repository of structured organic reaction records. describe an organic reaction: reactants, conditions, products, and yield Starting materials: O=C([O-])[O-], CC(=O)CCl, CN(C)C=O, CCOC(C)=O, [Cs+], [Cs+], O=CNc1ccc(F)nc1F, [I-], [K+], O. The product is CC(=O)CN(C=O)c1ccc(F)nc1F. Reaction SMILES: [C:6](=[O:7])([O-:8])[O-:9].[CH3:1][C:2](=[O:3])[CH2:4][Cl:5].[CH3:25][N:26]([CH3:27])[CH:28]=[O:29].[CH3:31][CH2:32][O:33][C:34](=[O:35])[CH3:36].[Cs+:10].[Cs+:11].[F:14][c:15]1[n:16][c:17]([F:24])[cH:18][cH:19][c:20]1[NH:21][CH:22]=[O:23].[I-:13].[K+:12].[OH2:30]>>[CH3:1][C:2](=[O:3])[CH2:4][N:21]([c:20]1[c:15]([F:14])[n:16][c:17]([F:24])[cH:18][cH:19]1)[CH:22]=[O:23]. Starting materials: C(CCC)N(C(CCC(C)(C)C(=O)OC)=O)CC1=CC=C(C=C1)C1=C(C=CC=C1)C#N (4-methoxycarbonyl-4-methyl-pentanoic acid N-butyl-N-(2'-cyanobiphenyl-4-ylmethyl)-amide), C(CCC)[Sn](CCCC)(CCCC)N=[N+]=[N-] (tributyltin azide). Run in CC=1C=CC=CC1C (o-xylene). The product is C(CCC)N(C(CCC(C)(C)C(=O)O)=O)CC1=CC=C(C=C1)C1=C(C=CC=C1)C1=NN=NN1 (4-carboxy-4-methyl-pentanoic acid N-butyl-N-[2'-(1H-tetrazol-5-yl)biphenyl4-ylmethyl]-amide). Reaction SMILES: [CH2:1]([N:5]([CH2:17][C:18]1[CH:23]=[CH:22][C:21]([C:24]2[CH:29]=[CH:28][CH:27]=[CH:26][C:25]=2[C:30]#[N:31])=[CH:20][CH:19]=1)[C:6](=[O:16])[CH2:7][CH2:8][C:9]([C:12]([O:14]C)=[O:13])([CH3:11])[CH3:10])[CH2:2][CH2:3][CH3:4].C([Sn]([N:45]=[N+:46]=[N-:47])(CCCC)CCCC)CCC>CC1C=CC=CC=1C>[CH2:1]([N:5]([CH2:17][C:18]1[CH:23]=[CH:22][C:21]([C:24]2[CH:29]=[CH:28][CH:27]=[CH:26][C:25]=2[C:30]2[NH:31][N:47]=[N:46][N:45]=2)=[CH:20][CH:19]=1)[C:6](=[O:16])[CH2:7][CH2:8][C:9]([C:12]([OH:14])=[O:13])([CH3:11])[CH3:10])[CH2:2][CH2:3][CH3:4]. Procedure: A solution of 5.5 g (11.3 mmol) of 4-methoxycarbonyl-4-methyl-pentanoic acid N-butyl-N-(2'-cyanobiphenyl-4-ylmethyl)-amide and 4.9 g (14.2 mmol) of tributyltin azide in 50 ml of o-xylene is reacted and worked up analogously to Example 2 to yield 4-carboxy-4-methyl-pentanoic acid N-butyl-N-[2'-(1H-tetrazol-5-yl)biphenyl4-ylmethyl]-amide in the form of a beige-coloured foam that has an Rf value of 0.34 [toluene/isopropanol/glacial acetic acid (170:30:2)]. The reactants are C1(=CC=C(C=C1)CC(=O)N(C)OC)C1=CC=CC=C1 (2-(biphenyl-4-yl)-N-methoxy-N-methylacetamide), C1(=CC=CC=C1)[Mg]Br (phenylmagnesium bromide). The solvent is C1CCOC1 (THF). Run at time 3 hour. The product is C1(=CC=C(C=C1)CC(=O)C1=CC=CC=C1)C1=CC=CC=C1 (2-(biphenyl-4-yl)-1-phenylethanone). Yield: 80.6%. Reaction SMILES: [C:1]1([C:14]2[CH:19]=[CH:18][CH:17]=[CH:16][CH:15]=2)[CH:6]=[CH:5][C:4]([CH2:7][C:8](N(OC)C)=[O:9])=[CH:3][CH:2]=1.[C:20]1([Mg]Br)[CH:25]=[CH:24][CH:23]=[CH:22][CH:21]=1>C1COCC1>[C:1]1([C:14]2[CH:19]=[CH:18][CH:17]=[CH:16][CH:15]=2)[CH:6]=[CH:5][C:4]([CH2:7][C:8]([C:20]2[CH:25]=[CH:24][CH:23]=[CH:22][CH:21]=2)=[O:9])=[CH:3][CH:2]=1. Procedure: Under N2, to a mixture of 2-(biphenyl-4-yl)-N-methoxy-N-methylacetamide (500 mg, 1.96 mmol) in anhydrous THF was added phenylmagnesium bromide (5 mL, 5 mmol) at −78° C., and the mixture was stirred for 3 hours. When TLC indicated that the starting material was consumed, the reaction mixture was diluted with EtOAc, washed with water and brine, concentrated, and purified by column chromatography (PE:EtOAc=20:1) to give Intermediate 5 (430 mg, yield 80.7%).